Dataset: the Open Reaction Database (ORD), a public repository of structured organic reaction records. Task: describe an organic reaction: reactants, conditions, products, and yield Reactants: ClC1=C(C(=CC(=C1)CCO)Cl)NCC(=O)OCC (ethyl N-[2,6-dichloro-4-(2-hydroxyethyl)phenyl]aminoacetate), C1(=CC=CC=C1)P(C1=CC=CC=C1)C1=CC=CC=C1 (triphenylphosphine), C(Br)(Br)(Br)Br (carbon tetrabromide). The solvent is ClCCl (dichloromethane). Run at time 1 hour. Yields the product BrCCC1=CC(=C(C(=C1)Cl)NCC(=O)OCC)Cl (ethyl N-[4-(2-bromoethyl)-2,6-dichlorophenyl]-aminoacetate). The yield is 89.6%. RXN SMILES: [Cl:1][C:2]1[CH:7]=[C:6]([CH2:8][CH2:9]O)[CH:5]=[C:4]([Cl:11])[C:3]=1[NH:12][CH2:13][C:14]([O:16][CH2:17][CH3:18])=[O:15].C1(P(C2C=CC=CC=2)C2C=CC=CC=2)C=CC=CC=1.C(Br)(Br)(Br)[Br:39]>ClCCl>[Br:39][CH2:9][CH2:8][C:6]1[CH:7]=[C:2]([Cl:1])[C:3]([NH:12][CH2:13][C:14]([O:16][CH2:17][CH3:18])=[O:15])=[C:4]([Cl:11])[CH:5]=1. Procedure: To a stirred solution of ethyl N-[2,6-dichloro-4-(2-hydroxyethyl)phenyl]aminoacetate (650 mg) and triphenylphosphine (700 mg) in dichloromethane (10ml) was added carbon tetrabromide (886 mg) under ice-cooling, and the mixture was stirred for 1 hour. Rough purification of the reaction mixture by flash column chromatography on silica gel (eluent: hexane/ethyl acetate=3/1) and further purification of the fraction by medium pressure liquid column chromatography on silica gel (eluent: hexane/dichloro... The reactants are C(#N)C1=CC2=C(N=CS2)C=C1 (6-cyanobenzothiazol), CCCCCCC.C1CCOC1.C(C)C1=CC=CC=C1 (Heptane THF Ethylbenzene), C(=O)C1=C2C=CN(C2=C(C=C1OC)C)C(=O)OC(C)(C)C (tert-butyl 4-formyl-5-methoxy-7-methyl-1H-indole-1-carboxylate). Run in C1CCOC1 (THF), [Li+].CC(C)[N-]C(C)C (LDA), C1CCOC1 (THF). Conditions: time 20 minute. Product: C(#N)C1=CC2=C(N=C(S2)C(C2=C3C=CN(C3=C(C=C2OC)C)C(=O)OC(C)(C)C)O)C=C1 ((±)-tert-Butyl 4-((6-cyanobenzo[d]thiazol-2-yl)(hydroxy)methyl)-5-methoxy-7-methyl-1H-indole-1-carboxylate). As a reaction SMILES: [C:1]([C:3]1[CH:11]=[CH:10][C:6]2[N:7]=[CH:8][S:9][C:5]=2[CH:4]=1)#[N:2].CCCCCCC.C1COCC1.C(C1C=CC=CC=1)C.[CH:32]([C:34]1[C:42]([O:43][CH3:44])=[CH:41][C:40]([CH3:45])=[C:39]2[C:35]=1[CH:36]=[CH:37][N:38]2[C:46]([O:48][C:49]([CH3:52])([CH3:51])[CH3:50])=[O:47])=[O:33]>C1COCC1.[Li+].CC([N-]C(C)C)C>[C:1]([C:3]1[CH:11]=[CH:10][C:6]2[N:7]=[C:8]([CH:32]([OH:33])[C:34]3[C:42]([O:43][CH3:44])=[CH:41][C:40]([CH3:45])=[C:39]4[C:35]=3[CH:36]=[CH:37][N:38]4[C:46]([O:48][C:49]([CH3:51])([CH3:50])[CH3:52])=[O:47])[S:9][C:5]=2[CH:4]=1)#[N:2] |f:1.2.3,6.7|. Procedure: To a solution of 6-cyanobenzothiazol (CAS #:58249-61-9) (54.60 mg, 0.341 mmol) in THF (1.06 mL), LDA in Heptane/THF/Ethylbenzene (205 uL, 0.409 mmol) was added at −78° C. After 20 mins, a solution of tert-butyl 4-formyl-5-methoxy-7-methyl-1H-indole-1-carboxylate (Example 19-D) (79 mg, 0.273 mmol) in THF (1.68 mL) was added to the reaction mixture at −78° C. After stirring for 1.5 h, the reaction was quenched with MeOH, sat. aq. NH4Cl solution and brine. The layers were separated and the aqueous ... The reactants are OC1=CC=C(C=C1)C1COC2=C(C(=CC=C2C1=O)OC(C)=O)C (Acetic acid 3-(4-hydroxy-phenyl)-8-methyl-4-oxo-chroman-7-yl ester), N1C=NC=C1 (imidazole). Solvent: CCO (EtOH). Reaction conditions: time 8 hour. The product is OC1=CC=C2C(C(COC2=C1C)C1=CC=C(C=C1)O)=O (7-Hydroxy-3-(4-hydroxy-phenyl)-8-methyl-chroman-4-one). Reaction SMILES: [OH:1][C:2]1[CH:7]=[CH:6][C:5]([CH:8]2[C:17](=[O:18])[C:16]3[C:11](=[C:12]([CH3:23])[C:13]([O:19]C(=O)C)=[CH:14][CH:15]=3)[O:10][CH2:9]2)=[CH:4][CH:3]=1.N1C=CN=C1>CCO>[OH:19][C:13]1[C:12]([CH3:23])=[C:11]2[C:16]([C:17](=[O:18])[CH:8]([C:5]3[CH:6]=[CH:7][C:2]([OH:1])=[CH:3][CH:4]=3)[CH2:9][O:10]2)=[CH:15][CH:14]=1. Procedure details: Acetic acid 3-(4-hydroxy-phenyl)-8-methyl-4-oxo-chroman-7-yl ester (18.37 g), imidazole (21.18 g, 6 equivalents) and 100% EtOH (536 ml) were added to a round bottom flask (2 L). The reaction mixture was refluxed and monitored by HPLC. The reaction was completed at 8 hours. The reaction mixture was reduced (˜130 ml) on a rotary evaporator and poured into stirred, chilled distilled water (1.9 L). The water crash out was left stirring in the cold room overnight. The pale pink solid was collected by... The reactants are [Li+].C[Si](C)(C)[N-][Si](C)(C)C (LiHMDS), C(C)(C)(C)OC(N(CC1=C(C=C(C=C1)OC)OC)C=1C=CC2=C(OCC(N2C2=CC=C(C=C2)Cl)=O)N1)=O ([1-(4-Chloro-phenyl)-2-oxo-2,3-dihydro-1H-pyrido[2,3-b][1,4]oxazin-6-yl]-(2,4-dimethoxy-benzyl)-carbamic acid tert-butyl ester), C1CCOC1 (THF), ICC (Iodoethane). Conditions: temperature -78 celsius, time 15 minute. Yields the product C(C)(C)(C)OC(N(CC1=C(C=C(C=C1)OC)OC)C=1C=CC2=C(OC(C(N2C2=CC=C(C=C2)Cl)=O)(CC)CC)N1)=O ([1-(4-chloro-phenyl)-3,3-diethyl-2-oxo-2,3-dihydro-1H-pyrido[2,3-b][1,4]oxazin-6-yl]-(2,4-dimethoxy-benzyl)-carbamic acid tert-butyl ester). RXN SMILES: [C:1]([O:5][C:6](=[O:37])[N:7]([C:19]1[CH:20]=[CH:21][C:22]2[N:27]([C:28]3[CH:33]=[CH:32][C:31]([Cl:34])=[CH:30][CH:29]=3)[C:26](=[O:35])[CH2:25][O:24][C:23]=2[N:36]=1)[CH2:8][C:9]1[CH:14]=[CH:13][C:12]([O:15][CH3:16])=[CH:11][C:10]=1[O:17][CH3:18])([CH3:4])([CH3:3])[CH3:2].[Li+].C[Si]([N-][Si](C)(C)C)(C)C.I[CH2:49][CH3:50].[CH2:51]1COC[CH2:52]1>>[C:1]([O:5][C:6](=[O:37])[N:7]([C:19]1[CH:20]=[CH:21][C:22]2[N:27]([C:28]3[CH:29]=[CH:30][C:31]([Cl:34])=[CH:32][CH:33]=3)[C:26](=[O:35])[C:25]([CH2:49][CH3:50])([CH2:51][CH3:52])[O:24][C:23]=2[N:36]=1)[CH2:8][C:9]1[CH:14]=[CH:13][C:12]([O:15][CH3:16])=[CH:11][C:10]=1[O:17][CH3:18])([CH3:4])([CH3:2])[CH3:3] |f:1.2|. Procedure: [1-(4-Chloro-phenyl)-2-oxo-2,3-dihydro-1H-pyrido[2,3-b][1,4]oxazin-6-yl]-(2,4-dimethoxy-benzyl)-carbamic acid tert-butyl ester (370 mg, 0.66 mmol) was dissolved in THF (8 mL) and cooled to −78° C. LiHMDS (1 M solution in THF, 2 mL, 1.98 mmol) was added and the mixture stirred at −78° C. for 15 minutes. Iodoethane (160 mL, 1.98 mmol) was then added to the mixture, the cooling bath removed and then stirring continued for a further 15 minutes, during which time, the mixture reached ambient temperat... Reactants: CN(C)C1(c2cccc(F)c2)CCC(=CC(=O)NCCc2c[nH]c3ccccc23)CC1, CCC(C)=O, C[Si](C)(C)Cl. Yields the product CN(C)C1(c2cccc(F)c2)CCC(=CC(=O)NCCc2c[nH]c3ccccc23)CC1, Cl. As a reaction SMILES: [CH3:1][N:2]([C:3]1([c:24]2[cH:25][c:26]([F:30])[cH:27][cH:28][cH:29]2)[CH2:4][CH2:5][C:6](=[CH:9][C:10](=[O:11])[NH:12][CH2:13][CH2:14][c:15]2[cH:16][nH:17][c:18]3[cH:19][cH:20][cH:21][cH:22][c:23]23)[CH2:7][CH2:8]1)[CH3:31].[CH3:37][C:38]([CH2:39][CH3:40])=[O:41].[Cl:32][Si:33]([CH3:34])([CH3:35])[CH3:36]>>[CH3:1][N:2]([C:3]1([c:24]2[cH:25][c:26]([F:30])[cH:27][cH:28][cH:29]2)[CH2:4][CH2:5][C:6](=[CH:9][C:10](=[O:11])[NH:12][CH2:13][CH2:14][c:15]2[cH:16][nH:17][c:18]3[cH:19][cH:20][cH:21][cH:22][c:23]23)[CH2:7][CH2:8]1)[CH3:31].[ClH:32]. The reactants are CS(=O)(=O)Cl, ClCCl, COC(=O)c1ccc2c(c1)CC(C)(C)C(c1ccccc1N)N2, c1ccncc1. Yields the product COC(=O)c1ccc2c(c1)CC(C)(C)C(c1ccccc1NS(C)(=O)=O)N2. RXN SMILES: [CH3:30][S:31]([Cl:32])(=[O:33])=[O:34].[Cl:35][CH2:36][Cl:37].[NH2:1][c:2]1[c:3]([CH:8]2[NH:9][c:10]3[cH:11][cH:12][c:13]([C:20](=[O:21])[O:22][CH3:23])[cH:14][c:15]3[CH2:16][C:17]2([CH3:18])[CH3:19])[cH:4][cH:5][cH:6][cH:7]1.[cH:24]1[cH:25][cH:26][n:27][cH:28][cH:29]1>>[NH:1]([c:2]1[c:3]([CH:8]2[NH:9][c:10]3[cH:11][cH:12][c:13]([C:20](=[O:21])[O:22][CH3:23])[cH:14][c:15]3[CH2:16][C:17]2([CH3:18])[CH3:19])[cH:4][cH:5][cH:6][cH:7]1)[S:31]([CH3:30])(=[O:33])=[O:34]. Reactants: CCOc1cccc(S(=O)(=O)c2cnc(Nc3cc(C#CCOC)nc(C)n3)s2)c1, C1CCOC1, CCOC(C)=O. The product is CCOc1cccc(S(=O)(=O)c2cnc(Nc3cc(CCCOC)nc(C)n3)s2)c1. RXN SMILES: [CH2:1]([CH3:2])[O:3][c:4]1[cH:5][c:6]([S:10](=[O:11])(=[O:12])[c:13]2[cH:14][n:15][c:16]([NH:18][c:19]3[n:20][c:21]([CH3:30])[n:22][c:23]([C:25]#[C:26][CH2:27][O:28][CH3:29])[cH:24]3)[s:17]2)[cH:7][cH:8][cH:9]1.[CH2:31]1[O:32][CH2:33][CH2:34][CH2:35]1.[CH3:36][CH2:37][O:38][C:39]([CH3:40])=[O:41]>>[CH2:1]([CH3:2])[O:3][c:4]1[cH:5][c:6]([S:10](=[O:11])(=[O:12])[c:13]2[cH:14][n:15][c:16]([NH:18][c:19]3[n:20][c:21]([CH3:30])[n:22][c:23]([CH2:25][CH2:26][CH2:27][O:28][CH3:29])[cH:24]3)[s:17]2)[cH:7][cH:8][cH:9]1.